From a dataset of the Open Reaction Database (ORD), a public repository of structured organic reaction records. describe an organic reaction: reactants, conditions, products, and yield Reactants: C1CCOC1, COC(=O)C(C)(CCN1CCN(S(C)(=O)=O)CC1)c1ccc(Cl)c(Cl)c1, Cl, [Li+], [OH-], O, O. Yields the product CC(CCN1CCN(S(C)(=O)=O)CC1)(C(=O)O)c1ccc(Cl)c(Cl)c1. As a reaction SMILES: [CH2:32]1[O:33][CH2:34][CH2:35][CH2:36]1.[CH3:1][O:2][C:3]([C:4]([CH2:5][CH2:6][N:7]1[CH2:8][CH2:9][N:10]([S:13](=[O:14])(=[O:15])[CH3:16])[CH2:11][CH2:12]1)([CH3:17])[c:18]1[cH:19][c:20]([Cl:25])[c:21]([Cl:24])[cH:22][cH:23]1)=[O:26].[ClH:30].[Li+:28].[OH-:27].[OH2:29].[OH2:31]>>[O:2]=[C:3]([C:4]([CH2:5][CH2:6][N:7]1[CH2:8][CH2:9][N:10]([S:13](=[O:14])(=[O:15])[CH3:16])[CH2:11][CH2:12]1)([CH3:17])[c:18]1[cH:19][c:20]([Cl:25])[c:21]([Cl:24])[cH:22][cH:23]1)[OH:26].